describe an organic reaction: reactants, conditions, products, and yield From a dataset of the Open Reaction Database (ORD), a public repository of structured organic reaction records. Starting materials: OC1=NC=NC(=C1)O (4,6-dihydroxypyrimidine), C([O-])([O-])=O.[K+].[K+] (potassium carbonate), C(C1=CC=CC=C1)Cl (Benzyl chloride). The solvent is CN(C=O)C (dimethylformamide). Product: C(C1=CC=CC=C1)N1C=NC(=CC1=O)OCC1=CC=CC=C1 (3-benzyl-6-(benzyloxy)-pyrimidin-4(3H)-one). Reaction SMILES: O[C:2]1[CH:7]=[C:6]([OH:8])[N:5]=[CH:4][N:3]=1.[C:9](=[O:12])([O-])[O-].[K+].[K+].[CH2:15](Cl)[C:16]1[CH:21]=[CH:20][CH:19]=[CH:18][CH:17]=1>CN(C)C=O>[CH2:15]([N:5]1[C:6](=[O:8])[CH:7]=[C:2]([O:12][CH2:9][C:16]2[CH:21]=[CH:20][CH:19]=[CH:18][CH:17]=2)[N:3]=[CH:4]1)[C:16]1[CH:21]=[CH:20][CH:19]=[CH:18][CH:17]=1 |f:1.2.3|. Procedure: 4,6-dihydroxypyrimidine (25.0 g, 0.223 mol) and potassium carbonate (65.1 g, 0.471 mol) are combined in 0.5 L anhydrous dimethylformamide. Benzyl chloride (55.7 g, 0.439 mol) is added dropwise over 30 minutes with stirring. After 4 h the solution is filtered, and the filtrate concentrated in vacuo. The residue is washed with acetonitrile, and the product is collected as a white solid by filtration (44.6 g, 68%). 1H-NMR (400 MHz, DMSO-d6) δ 8.06 (m, 2 H), 7.61 (quartet, J=8.45 Hz, 1H), 7.30 (t, J... Reactants: C1(=CC=CC=C1)S(=O)(=O)CP(OCC)(OCC)=O (diethyl phenylsulphonylmethylphosphonate), C(C1=CC=CC=C1)(=O)C(=O)OC (methyl benzoylformate), C[Si](C)(C)[N-][Si](C)(C)C.[Li+] (lithium bis(trimethylsilyl)amide), C(C)(=O)OCC.CCCCCC (ethyl acetate hexane), C(C)(=O)OCC.CCCCCC (ethyl acetate hexane), O1CCCC1 (tetrahydrofuran), C[Si](C)(C)[N-][Si](C)(C)C.[Li+] (lithium bis(trimethylsilyl)amide), C(C)(=O)OCC.CCCCCC (ethyl acetate hexane). As a reaction SMILES: [C:1]1([S:7](CP(=O)(OCC)OCC)(=[O:9])=[O:8])[CH:6]=[CH:5][CH:4]=[CH:3][CH:2]=1.O1CCCC1.C[Si]([N-][Si](C)(C)C)(C)C.[Li+].[C:34]([C:42]([O:44][CH3:45])=[O:43])(=O)[C:35]1C=CC=CC=1.C(OCC)(=O)C.[CH3:52][CH2:53][CH2:54][CH2:55][CH2:56][CH3:57]>>[C:54]1([CH:2]2[C:1](=[S:7](=[O:8])=[O:9])[CH:6]=[CH:5][CH:4]=[C:3]2[C:34](=[CH2:35])[C:42]([O:44][CH3:45])=[O:43])[CH:53]=[CH:52][CH:57]=[CH:56][CH:55]=1 |f:2.3,5.6|. Yields the product C1(=CC=CC=C1)C1C(=CC=CC1=S(=O)=O)C(C(=O)OC)=C (2-phenyl-3-sulfonylphenyl-propenoic acid, methyl ester). Conditions: time 30 minute. Procedure details: Combine diethyl phenylsulphonylmethylphosphonate (T. A. Blumenkopf Synth. Commun. 26, 139-147, (1986)) (117.0 g, 400 mmol) and tetrahydrofuran (500 mL). Cool in an ice-bath. Add lithium bis(trimethylsilyl)amide (480 mL, 1M in tetrahydrofuran, 480 mmol). Stir for 30 minutes after the addition of lithium bis(trimethylsilyl)amide, then add methyl benzoylformate (72.0 g, 439 mmol). Warm to ambient temperature and stir for 2 hours. Partition between water and ethyl acetate. Extract the aqueous layer ... The reactants are Cc1[nH]c(C=O)c(C)c1CCC(=O)O, C1CCNCC1, CCO, O=C1Cc2ccc(O)cc2N1. Yields the product Cc1[nH]c(C=C2C(=O)Nc3cc(O)ccc32)c(C)c1CCC(=O)O. RXN SMILES: [C:1](=[O:2])([OH:3])[CH2:4][CH2:5][c:6]1[c:7]([CH3:14])[nH:8][c:9]([CH:12]=[O:13])[c:10]1[CH3:11].[CH2:26]1[CH2:27][CH2:28][NH:29][CH2:30][CH2:31]1.[CH3:32][CH2:33][OH:34].[OH:15][c:16]1[cH:17][cH:18][c:19]2[c:23]([cH:24]1)[NH:22][C:21](=[O:25])[CH2:20]2>>[C:1](=[O:2])([OH:3])[CH2:4][CH2:5][c:6]1[c:7]([CH3:14])[nH:8][c:9]([CH:12]=[C:20]2[c:19]3[cH:18][cH:17][c:16]([OH:15])[cH:24][c:23]3[NH:22][C:21]2=[O:25])[c:10]1[CH3:11]. The reactants are solution, C(C)C1=C(C=C(C=C1)O)C1=C(C=C(C=C1)C(CC)=O)CCC (1-(2′-ethyl-5′-hydroxy-2-propylbiphenyl-4-yl)propan-1-one), solution, C(C)[Mg]Br (ethylmagnesium bromide), [Cl-].[NH4+] (ammonium chloride). Solvent: C(C)OCC (ethyl ether), O (water), O1CCCC1 (tetrahydrofuran). Reaction conditions: temperature -10 celsius, time 1 hour. The product is C(C)C1=CC=C(C=C1C1=C(C=C(C=C1)C(CC)(O)CC)CCC)O (6-ethyl-4′-(1-ethyl-1-hydroxypropyl)-2′-propylbiphenyl-3-ol). Yield: 64.0%. As a reaction SMILES: [CH2:1]([C:3]1[CH:8]=[CH:7][C:6]([OH:9])=[CH:5][C:4]=1[C:10]1[CH:15]=[CH:14][C:13]([C:16](=[O:19])[CH2:17][CH3:18])=[CH:12][C:11]=1[CH2:20][CH2:21][CH3:22])[CH3:2].[CH2:23]([Mg]Br)[CH3:24].[Cl-].[NH4+]>O1CCCC1.C(OCC)C.O>[CH2:1]([C:3]1[C:4]([C:10]2[CH:15]=[CH:14][C:13]([C:16]([CH2:23][CH3:24])([OH:19])[CH2:17][CH3:18])=[CH:12][C:11]=2[CH2:20][CH2:21][CH3:22])=[CH:5][C:6]([OH:9])=[CH:7][CH:8]=1)[CH3:2] |f:2.3|. Reported procedure: 370 g (1.248 mol) of 1-(2′-ethyl-5′-hydroxy-2-propylbiphenyl-4-yl)propan-1-one in solution in 3.7 liters of tetrahydrofuran are placed in a reactor. 915 ml of a 3M solution of ethylmagnesium bromide in ethyl ether are slowly run into this solution cooled to −10° C. At the end of the addition, the reaction mixture is kept stirred for 1 hour and then transferred onto 5 liters of a 2.5 molar solution of ammonium chloride in water. The organic phase is separated by settling and washed twice with 800... Starting materials: C1CCOC1, CCOC(=O)N=NC(=O)OCC, CC(C)(C)OC(=O)NCCO, c1ccc(P(c2ccccc2)c2ccccc2)cc1, COC(=O)C(NC(=O)OCC1c2ccccc2-c2ccccc21)c1ccc(O)cc1. The product is COC(=O)C(NC(=O)OCC1c2ccccc2-c2ccccc21)c1ccc(OCCNC(=O)OC(C)(C)C)cc1. RXN SMILES: [CH2:73]1[O:74][CH2:75][CH2:76][CH2:77]1.[O:61]=[C:62]([O:63][CH2:64][CH3:65])[N:66]=[N:67][C:68]([O:69][CH2:70][CH3:71])=[O:72].[OH:20][CH2:21][CH2:22][NH:23][C:24]([O:25][C:26]([CH3:27])([CH3:28])[CH3:29])=[O:30].[c:1]1([P:2]([c:3]2[cH:4][cH:5][cH:6][cH:7][cH:8]2)[c:9]2[cH:10][cH:11][cH:12][cH:13][cH:14]2)[cH:15][cH:16][cH:17][cH:18][cH:19]1.[cH:31]1[cH:32][cH:33][cH:34][c:35]2[c:43]1[CH:42]([CH2:44][O:45][C:46](=[O:47])[NH:48][CH:49]([C:50](=[O:51])[O:52][CH3:53])[c:54]1[cH:55][cH:56][c:57]([OH:60])[cH:58][cH:59]1)[c:41]1[c:36]-2[cH:37][cH:38][cH:39][cH:40]1>>[O:20]([CH2:21][CH2:22][NH:23][C:24]([O:25][C:26]([CH3:27])([CH3:28])[CH3:29])=[O:30])[c:57]1[cH:56][cH:55][c:54]([CH:49]([NH:48][C:46]([O:45][CH2:44][CH:42]2[c:41]3[c:36]([cH:37][cH:38][cH:39][cH:40]3)-[c:35]3[cH:34][cH:33][cH:32][cH:31][c:43]32)=[O:47])[C:50](=[O:51])[O:52][CH3:53])[cH:59][cH:58]1. Reactants: BrCC=1C=C(C=C(C1)C(F)(F)F)N1N=NN=C1C (1-(3-(Bromomethyl)-5-(trifluoromethyl)phenyl)-5-methyl-1H-tetrazole), OCC1(CCN(CC1)C(=O)OC(C)(C)C)C1=CC=CC=C1 (tert-butyl 4-(hydroxymethyl)-4-phenylpiperidine-1-carboxylate), [H-].[Na+] (sodium hydride). The solvent is CN(C=O)C (dimethylformamide), O (water). Conditions: temperature 0 celsius, time 30 minute. Product: CC1=NN=NN1C=1C=C(COCC2(CCN(CC2)C(=O)OC(C)(C)C)C2=CC=CC=C2)C=C(C1)C(F)(F)F (tert-Butyl 4-((3-(5-methyl-1H-tetrazol-1-yl)-5-(trifluoromethyl)benzyloxy)methyl)-4-phenylpiperidine-1-carboxylate). RXN SMILES: Br[CH2:2][C:3]1[CH:4]=[C:5]([N:13]2[C:17]([CH3:18])=[N:16][N:15]=[N:14]2)[CH:6]=[C:7]([C:9]([F:12])([F:11])[F:10])[CH:8]=1.[OH:19][CH2:20][C:21]1([C:34]2[CH:39]=[CH:38][CH:37]=[CH:36][CH:35]=2)[CH2:26][CH2:25][N:24]([C:27]([O:29][C:30]([CH3:33])([CH3:32])[CH3:31])=[O:28])[CH2:23][CH2:22]1.[H-].[Na+]>CN(C)C=O.O>[CH3:18][C:17]1[N:13]([C:5]2[CH:4]=[C:3]([CH:8]=[C:7]([C:9]([F:12])([F:11])[F:10])[CH:6]=2)[CH2:2][O:19][CH2:20][C:21]2([C:34]3[CH:35]=[CH:36][CH:37]=[CH:38][CH:39]=3)[CH2:26][CH2:25][N:24]([C:27]([O:29][C:30]([CH3:32])([CH3:33])[CH3:31])=[O:28])[CH2:23][CH2:22]2)[N:14]=[N:15][N:16]=1 |f:2.3|. Reported procedure: 1-(3-(Bromomethyl)-5-(trifluoromethyl)phenyl)-5-methyl-1H-tetrazole (30.0 mg, 0.09 mmol) and tert-butyl 4-(hydroxymethyl)-4-phenylpiperidine-1-carboxylate (29.0 mg, 0.1 mmol) were combined in dimethylformamide (2 mL) and cooled to 0° C. The reaction was treated with sodium hydride (2.4 mg, 0.1 mmol), stirred at 0° C. for 1 hr and at room temperature for 30 min. The reaction mixture was diluted with water and extracted with ethyl acetate (2×). The organic layers were pooled together, washed with ...